Task: describe an organic reaction: reactants, conditions, products, and yield. Dataset: the Open Reaction Database (ORD), a public repository of structured organic reaction records The product is C(C1=CC=CC=C1)ONC(CC(N1C(C2=CC=CC=C2C1)=O)C1=CC(=C(C=C1)OC)OCC)=O (N-benzyloxy-3-(3-ethoxy-4-methoxyphenyl)-3-(1-oxoisoindolinyl)propionamide). As a reaction SMILES: [CH2:1]([O:3][C:4]1[CH:5]=[C:6]([CH:12]([N:17]2[CH2:25][C:24]3[C:19](=[CH:20][CH:21]=[CH:22][CH:23]=3)[C:18]2=[O:26])[CH2:13][C:14](O)=[O:15])[CH:7]=[CH:8][C:9]=1[O:10][CH3:11])[CH3:2].Cl.[CH2:28]([O:35][NH2:36])[C:29]1[CH:34]=[CH:33][CH:32]=[CH:31][CH:30]=1>O1CCCC1>[CH2:28]([O:35][NH:36][C:14](=[O:15])[CH2:13][CH:12]([C:6]1[CH:7]=[CH:8][C:9]([O:10][CH3:11])=[C:4]([O:3][CH2:1][CH3:2])[CH:5]=1)[N:17]1[CH2:25][C:24]2[C:19](=[CH:20][CH:21]=[CH:22][CH:23]=2)[C:18]1=[O:26])[C:29]1[CH:34]=[CH:33][CH:32]=[CH:31][CH:30]=1 |f:1.2|. Procedure: N-Benzyloxy-3-(3-ethoxy-4-methoxyphenyl)-3-(1-oxoisoindolinyl)propionamide was prepared by the procedure of Example 1 from 3-(3-ethoxy-4-methoxyphenyl)-3-(1-oxoisoindolinyl)propanoic acid (1.78 g, 5.00 mmol), N,N′-carbonyldiimidazole (850 mg, 5.24 mmol) and O-benzylhydroxylamine hydrochloride (940 mg, 5.89 mmol) in tetrahydrofuran (10 mL) to afford N-benzyloxy-3-(3-ethoxy-4-methoxyphenyl)-3-(1-oxoisoindolinyl)propionamide as a white solid (1.73 g, 75% yield): mp, 132.0–133.0° C.; 1H NMR (DMSO-d6... Solvent: O1CCCC1 (tetrahydrofuran). Reactants: C(C)OC=1C=C(C=CC1OC)C(CC(=O)O)N1C(C2=CC=CC=C2C1)=O (3-(3-ethoxy-4-methoxyphenyl)-3-(1-oxoisoindolinyl)propanoic acid), N,N′-carbonyldiimidazole, Cl.C(C1=CC=CC=C1)ON (O-benzylhydroxylamine hydrochloride). The yield is 75.1%. Reactants: C(C)C1=C2C=CC(NC2=NC(=C1)CC)=O (5,7-diethyl-1,8-naphthyridin-2(1H)-one), Cl.CN(CCCl)C (2-dimethylaminoethyl chloride hydrochloride), suspension, suspension, [H-].[Na+] (sodium hydride), [H-].[Na+] (sodium hydride). Reaction conditions: time 0.5 hour. Product: CN(CCN1C(C=CC2=C(C=C(N=C12)CC)CC)=O)C (1-(2-dimethylaminoethyl)-5,7-diethyl-1,8-naphthyridin-2(1H)-one). Procedure details: To a suspension of 5,7-diethyl-1,8-naphthyridin-2(1H)-one (4.04 g., 0.02 mole) in 25 ml. of dry dimethylformamide under nitrogen atmosphere is added a 57% suspension of sodium hydride in mineral oil (0.84 g., 0.02 mole). This mixture is stirred at room temperature for 0.5 hours. Then a mixture of 2-dimethylaminoethyl chloride hydrochloride (3.17 g., 0.022 mole) and a 57% suspension of sodium hydride in mineral oil (0.93 g., 0.022 mole) in 25 ml. of dry dimethylformamide is added to the above sus... The solvent is CN(C=O)C (dimethylformamide), CN(C=O)C (dimethylformamide). RXN SMILES: [CH2:1]([C:3]1[CH:12]=[C:11]([CH2:13][CH3:14])[N:10]=[C:9]2[C:4]=1[CH:5]=[CH:6][C:7](=[O:15])[NH:8]2)[CH3:2].[H-].[Na+].Cl.[CH3:19][N:20]([CH3:24])[CH2:21][CH2:22]Cl>CN(C)C=O>[CH3:19][N:20]([CH3:24])[CH2:21][CH2:22][N:8]1[C:9]2[C:4](=[C:3]([CH2:1][CH3:2])[CH:12]=[C:11]([CH2:13][CH3:14])[N:10]=2)[CH:5]=[CH:6][C:7]1=[O:15] |f:1.2,3.4|.